The task is: describe an organic reaction: reactants, conditions, products, and yield. This data is from the Open Reaction Database (ORD), a public repository of structured organic reaction records. Starting materials: C(=O)(Cl)Cl (phosgene), Cl.Cl.Cl.C(C)(C)(C)C=1C=C(C(=C(C1)OCC(CNC(C)C)O)N)N (5-tert.-butyl-2,3-diamino-1-[2-hydroxy-3-(2-propylamino)-propoxy]-benzene trihydrochloride). The product is C(C)(C)(C)C=1C=C(C2=C(NC(N2)=O)C1)OCC(CNC(C)C)O (6-tert.-Butyl-4-[2-hydroxy-3-(2-propylamino)-propoxy]-2-benzimidazolinone). Reaction SMILES: [C:1](Cl)(Cl)=[O:2].Cl.Cl.Cl.[C:8]([C:12]1[CH:13]=[C:14]([NH2:28])[C:15]([NH2:27])=[C:16]([O:18][CH2:19][CH:20]([OH:26])[CH2:21][NH:22][CH:23]([CH3:25])[CH3:24])[CH:17]=1)([CH3:11])([CH3:10])[CH3:9]>>[C:8]([C:12]1[CH:17]=[C:16]([O:18][CH2:19][CH:20]([OH:26])[CH2:21][NH:22][CH:23]([CH3:24])[CH3:25])[C:15]2[NH:27][C:1](=[O:2])[NH:28][C:14]=2[CH:13]=1)([CH3:10])([CH3:9])[CH3:11] |f:1.2.3.4|. Procedure details: Excess phosgene is passed at 20° to 25° C. into a solution of 5.5 g 5-tert.-butyl-2,3-diamino-1-[2-hydroxy-3-(2-propylamino)-propoxy]-benzene trihydrochloride in 50 ml. water, then thoroughly flushed with nitrogen, evaporated and the residue taken up in isopropanol. After a short time 2.3 g. (43% of theory) crystalline 6-tert.-butyl-4-[2-hydroxy-3-(2-propylamino)-propoxy]-2-benzimidazolinone hydrochloride precipitates out; decomposition point above 280° C. Starting materials: N (ammonia), C1(=CC=CC=C1)P(C1=CC=CC=C1)C1=CC=CC=C1 (triphenylphosphine), N(=[N+]=[N-])CCN1CC(C2=CC=C(C=C12)COC1CN(CCC1C1=CC=C(C=C1)OCCCOCC1=C(C=CC=C1)OC)C(=O)OC(C)(C)C)(C)C (tert-butyl 3-[1-(2-azidoethyl)-3,3-dimethyl-2,3-dihydro-1H-indol-6-ylmethoxy]-4-{4-[3-(2-methoxybenzyloxy)propoxy]phenyl}piperidine-1-carboxylate). Solvent: O1CCCC1 (tetrahydrofuran), CO (methanol), O (water), O (water). Run at time 1 hour. The product is NCCN1CC(C2=CC=C(C=C12)COC1CN(CCC1C1=CC=C(C=C1)OCCCOCC1=C(C=CC=C1)OC)C(=O)OC(C)(C)C)(C)C (tert-Butyl 3-[1-(2-aminoethyl)-3,3-dimethyl-2,3-dihydro-1H-indol-6-ylmethoxy]-4-{4-[3-(2-methoxybenzyloxy)propoxy]phenyl}piperidine-1-carboxylate), SiO2. Reaction SMILES: [N:1]([CH2:4][CH2:5][N:6]1[C:14]2[C:9](=[CH:10][CH:11]=[C:12]([CH2:15][O:16][CH:17]3[CH:22]([C:23]4[CH:28]=[CH:27][C:26]([O:29][CH2:30][CH2:31][CH2:32][O:33][CH2:34][C:35]5[CH:40]=[CH:39][CH:38]=[CH:37][C:36]=5[O:41][CH3:42])=[CH:25][CH:24]=4)[CH2:21][CH2:20][N:19]([C:43]([O:45][C:46]([CH3:49])([CH3:48])[CH3:47])=[O:44])[CH2:18]3)[CH:13]=2)[C:8]([CH3:51])([CH3:50])[CH2:7]1)=[N+]=[N-].N.C1(P(C2C=CC=CC=2)C2C=CC=CC=2)C=CC=CC=1>O1CCCC1.O.CO>[NH2:1][CH2:4][CH2:5][N:6]1[C:14]2[C:9](=[CH:10][CH:11]=[C:12]([CH2:15][O:16][CH:17]3[CH:22]([C:23]4[CH:28]=[CH:27][C:26]([O:29][CH2:30][CH2:31][CH2:32][O:33][CH2:34][C:35]5[CH:40]=[CH:39][CH:38]=[CH:37][C:36]=5[O:41][CH3:42])=[CH:25][CH:24]=4)[CH2:21][CH2:20][N:19]([C:43]([O:45][C:46]([CH3:49])([CH3:48])[CH3:47])=[O:44])[CH2:18]3)[CH:13]=2)[C:8]([CH3:51])([CH3:50])[CH2:7]1. Procedure details: The solution of 0.347 g of tert-butyl 3-[1-(2-azidoethyl)-3,3-dimethyl-2,3-dihydro-1H-indol-6-ylmethoxy]-4-{4-[3-(2-methoxybenzyloxy)propoxy]phenyl}piperidine-1-carboxylate in 1.5 ml of tetrahydrofuran is admixed with stirring at room temperature successively with 0.32 ml of water, 1.40 ml of methanol, 0.32 ml of conc. ammonia and 0.210 g of triphenylphosphine, and stirred over 1 hour. The reaction mixture is admixed with water (40 ml) and extracted with tert-butyl methyl ether (2×40 ml). The or... The reactants are C1(CCC(=O)O1)=O (succinic anhydride), C(C1=CC=CC=C1)O (benzyl alcohol), Cl (hydrochloric acid). Run in C(C)N(CC)CC (triethylamine). Reaction conditions: time 1 hour. The product is C(C1=CC=CC=C1)OC(CCC(=O)O)=O (Mono-O-benzylsuccinic acid). Yield: 97.0%. RXN SMILES: [C:1]1(=[O:7])[O:6][C:4](=[O:5])[CH2:3][CH2:2]1.[CH2:8]([OH:15])[C:9]1[CH:14]=[CH:13][CH:12]=[CH:11][CH:10]=1.Cl>C(N(CC)CC)C>[CH2:8]([O:15][C:4](=[O:5])[CH2:3][CH2:2][C:1]([OH:6])=[O:7])[C:9]1[CH:14]=[CH:13][CH:12]=[CH:11][CH:10]=1. Procedure details: 10 g (100 mmole) of succinic anhydride, 10 mL (97 mmole) of benzyl alcohol and 10 mL of triethylamine were combined, the mixture was heated to reflux, allowed to reflux for about 5 minutes, and then was allowed to stir unheated for 1 hour. After this time, the mixture was poured into 250 mL of 1M hydrochloric acid and was extracted with 2-75 mL portions of ethyl acetate. The organic phases were combined, washed with deionized water, washed with brine, and then were dried over anhydrous magnesium... The reactants are C[Si](CCOCCl)(C)C (2-(trimethylsilyl)ethoxymethyl chloride), [H-].[Na+] (sodium hydride), oil, O=C1NCCC=2C3=CC=CC=C3NC12 (1,2,3,4-tetrahydro-1-oxo-beta-carboline). Run at temperature 0 celsius, time 15 minute. The product is C[Si](CCOCN1C2=C(C3=CC=CC=C13)CCNC2=O)(C)C (9-((2-(Trimethylsilyl)ethoxy)methyl)-2,3,4,9-tetrahydro-1H-pyrido[3,4-b]indol-1-one). Yield: 57.0%. RXN SMILES: [H-].[Na+].[O:3]=[C:4]1[C:16]2[NH:15][C:14]3[C:9](=[CH:10][CH:11]=[CH:12][CH:13]=3)[C:8]=2[CH2:7][CH2:6][NH:5]1.[CH3:17][Si:18]([CH3:25])([CH3:24])[CH2:19][CH2:20][O:21][CH2:22]Cl>>[CH3:17][Si:18]([CH3:25])([CH3:24])[CH2:19][CH2:20][O:21][CH2:22][N:15]1[C:14]2[C:9](=[CH:10][CH:11]=[CH:12][CH:13]=2)[C:8]2[CH2:7][CH2:6][NH:5][C:4](=[O:3])[C:16]1=2 |f:0.1|. Reported procedure: A 25-mL single-neck round-bottomed flask equipped with a magnetic stirrer was purged with nitrogen and charged with anhydrous DMF (4 mL) and a 60% dispersion of sodium hydride in mineral oil (181 mg, 4.52 mmol) and the reaction mixture was cooled to 0° C. 1,2,3,4-tetrahydro-1-oxo-beta-carboline (841 mg, 4.52 mmol) was added, and the reaction was stirred at 0° C. for 15 min. After this time, 2-(trimethylsilyl)ethoxymethyl chloride (829 mg, 4.97 mmol) was added, and the reaction was stirred at 0° ... Starting materials: Cc1ccc(C(=O)NC(C)(C)CNC(c2nc3cc(Cl)ccc3c(=O)n2Cc2ccccc2)C(C)C)cc1F, O=P(Cl)(Cl)Cl. The product is Cc1ccc(C2=NC(C)(C)CN2C(c2nc3cc(Cl)ccc3c(=O)n2Cc2ccccc2)C(C)C)cc1F. As a reaction SMILES: [CH2:1]([c:2]1[cH:3][cH:4][cH:5][cH:6][cH:7]1)[n:8]1[c:9]([CH:20]([CH:21]([CH3:22])[CH3:23])[NH:24][CH2:25][C:26]([CH3:27])([CH3:28])[NH:29][C:30]([c:31]2[cH:32][c:33]([F:38])[c:34]([CH3:37])[cH:35][cH:36]2)=[O:39])[n:10][c:11]2[cH:12][c:13]([Cl:19])[cH:14][cH:15][c:16]2[c:17]1=[O:18].[P:40]([Cl:41])([Cl:42])([Cl:43])=[O:44]>>[CH2:1]([c:2]1[cH:3][cH:4][cH:5][cH:6][cH:7]1)[n:8]1[c:9]([CH:20]([CH:21]([CH3:22])[CH3:23])[N:24]2[CH2:25][C:26]([CH3:27])([CH3:28])[N:29]=[C:30]2[c:31]2[cH:32][c:33]([F:38])[c:34]([CH3:37])[cH:35][cH:36]2)[n:10][c:11]2[cH:12][c:13]([Cl:19])[cH:14][cH:15][c:16]2[c:17]1=[O:18]. Starting materials: ClC1=NC2=CC=C(C=C2C(=N1)C1=CC=CC=C1)Cl (2,6-dichloro-4-phenylquinazoline), CNN (monomethylhydrazine). Run in O (water). Product: ClC=1C=C2C(=NC(=NC2=CC1)N(N)C)C1=CC=CC=C1 (6-chloro-2-(1-methylhydrazino)-4-phenylquinazoline). The yield is 79.1%. As a reaction SMILES: Cl[C:2]1[N:11]=[C:10]([C:12]2[CH:17]=[CH:16][CH:15]=[CH:14][CH:13]=2)[C:9]2[C:4](=[CH:5][CH:6]=[C:7]([Cl:18])[CH:8]=2)[N:3]=1.[CH3:19][NH:20][NH2:21]>O>[Cl:18][C:7]1[CH:8]=[C:9]2[C:4](=[CH:5][CH:6]=1)[N:3]=[C:2]([N:20]([CH3:19])[NH2:21])[N:11]=[C:10]2[C:12]1[CH:17]=[CH:16][CH:15]=[CH:14][CH:13]=1. Procedure details: A mixture of 275 mg of 2,6-dichloro-4-phenylquinazoline (compound No. Ia1-3) and 461 mg of monomethylhydrazine was stirred at 85° C. for 30 minutes. The resulting reaction product was cooled and 200 ml of water was added thereto. Precipitated crystals were collected by filtration and the collected product was purified by column chromatography (ethyl acetate) to obtain 225 mg of the titled compound. Mp. 155.9° C. 1H NMR (CDCl3): 3.52 (3H, s), 4.65 (2H, s), 7.54-7.63 (5H, m), 7.70-7.74 (2H, m), 7.... Reactants: Cl (HCl), ClC=1C(=C(CNC(=O)[C@H]2N([C@@H]3C[C@@H]3C2)C(CN2C=C(C3=CC=C(C=C23)O)C(C)=O)=O)C=CC1)F ((1R,3S,5R)-2-[2-(3-Acetyl-6-hydroxy-indol-1-yl)-acetyl]-2-aza-bicyclo[3.1.0]-hexane-3-carboxylic acid 3-chloro-2-fluoro-benzylamide), ClCC1=NN=NN1 (5-(chloromethyl)-1H-tetrazole), Example 584, C([O-])([O-])=O.[Cs+].[Cs+] (cesium carbonate). Solvent: O (water), CS(=O)C (DMSO). Reaction conditions: time 5 minute. Product: ClC=1C(=C(CNC(=O)[C@H]2N([C@@H]3C[C@@H]3C2)C(CN2C=C(C3=CC=C(C=C23)OCC2=NN=NN2)C(C)=O)=O)C=CC1)F ((1R,3S,5R)-2-{2-[3-Acetyl-6-(1H-tetrazol-5-ylmethoxy)-indol-1-yl]-acetyl}-2-aza-bicyclo[3.1.0]hexane-3-carboxylic acid 3-chloro-2-fluoro-benzylamide). Reaction SMILES: [Cl:1][C:2]1[C:3]([F:34])=[C:4]([CH:31]=[CH:32][CH:33]=1)[CH2:5][NH:6][C:7]([C@@H:9]1[CH2:14][C@@H:13]2[C@@H:11]([CH2:12]2)[N:10]1[C:15](=[O:30])[CH2:16][N:17]1[C:25]2[C:20](=[CH:21][CH:22]=[C:23]([OH:26])[CH:24]=2)[C:19]([C:27](=[O:29])[CH3:28])=[CH:18]1)=[O:8].C(=O)([O-])[O-].[Cs+].[Cs+].Cl[CH2:42][C:43]1[NH:47][N:46]=[N:45][N:44]=1.Cl>CS(C)=O.O>[Cl:1][C:2]1[C:3]([F:34])=[C:4]([CH:31]=[CH:32][CH:33]=1)[CH2:5][NH:6][C:7]([C@@H:9]1[CH2:14][C@@H:13]2[C@@H:11]([CH2:12]2)[N:10]1[C:15](=[O:30])[CH2:16][N:17]1[C:25]2[C:20](=[CH:21][CH:22]=[C:23]([O:26][CH2:42][C:43]3[NH:47][N:46]=[N:45][N:44]=3)[CH:24]=2)[C:19]([C:27](=[O:29])[CH3:28])=[CH:18]1)=[O:8] |f:1.2.3|. Procedure: A solution of (1R,3S,5R)-2-[2-(3-Acetyl-6-hydroxy-indol-1-yl)-acetyl]-2-aza-bicyclo[3.1.0]-hexane-3-carboxylic acid 3-chloro-2-fluoro-benzylamide Example 584 (80.0 mg, 0.165 mmol) in DMSO (2 mL) was treated with cesium carbonate (162 mg, 0.496 mmol). After stirring at RT for 5 min, 5-(chloromethyl)-1H-tetrazole (21.0 mg, 0.174 mmol) was added and stirring was continued at RT for 36 h. The mixture was neutralised by addition of 1N HCl, diluted with water extracted with EtOAc (2×). The combined or... The reactants are Cl.ClC1=C(C=NC=C1)[N+](=O)[O-] (4-chloro-3-nitropyridine hydrochloride), NC1=CC=C(C=C1)C(C)=O (p-aminoacetophenone). Run in C(C)O (ethanol), C(C)O (ethanol). Conditions: time 8 hour. Yields the product Cl.C(C)(=O)C1=CC=C(C=C1)NC1=C(C=NC=C1)[N+](=O)[O-] (4-(4-Acetylphenyl)amino-3-nitropyridine hydrochloride). Reaction SMILES: Cl.[Cl:2][C:3]1[CH:8]=[CH:7][N:6]=[CH:5][C:4]=1[N+:9]([O-:11])=[O:10].[NH2:12][C:13]1[CH:18]=[CH:17][C:16]([C:19](=[O:21])[CH3:20])=[CH:15][CH:14]=1>C(O)C>[ClH:2].[C:19]([C:16]1[CH:17]=[CH:18][C:13]([NH:12][C:3]2[CH:8]=[CH:7][N:6]=[CH:5][C:4]=2[N+:9]([O-:11])=[O:10])=[CH:14][CH:15]=1)(=[O:21])[CH3:20] |f:0.1,4.5|. Procedure: A solution of 4-chloro-3-nitropyridine hydrochloride (9.75 g, 50 mmol) in ethanol (40 ml) was added to a slurry of p-aminoacetophenone (6.76 g, 50 ml) in ethanol (25 ml), and the mixture was stirred at room temperature overnight. The mixture was chilled in ice, and the yellow solid filtered off and dried in vacuo. Yield 10.1 g (69%), m.p. 197°-200° C. The reactants are FC=1C=CC(=C2CC[C@H](C12)OC1=CC2=C([C@@H](CO2)CC(=O)OC)C=C1)B(O)O ((R)-7-fluoro-1-[(S)-3-methoxycarbonylmethyl-2,3-dihydrobenzofuran-6-yloxy]-2,3-dihydro-1H-inden-4-ylboronic acid), CC1=NOC2=C1C=C(C=C2)O (3-methyl-benzo[d]isoxazol-5-ol), Intermediate 6. The product is COC(C[C@@H]1COC2=C1C=CC(=C2)O[C@@H]2CCC1=C(C=CC(=C21)F)OC=2C=CC1=C(C(=NO1)C)C2)=O ({(S)-6-[(R)-7-Fluoro-4-(3-methyl-benzo[d]isoxazol-5-yloxy)-indan-1-yloxy]-2,3-dihydro-benzofuran-3-yl}-acetic acid methyl ester). As a reaction SMILES: [F:1][C:2]1[CH:3]=[CH:4][C:5](B(O)O)=[C:6]2[C:10]=1[C@H:9]([O:11][C:12]1[CH:25]=[CH:24][C:15]3[C@H:16]([CH2:19][C:20]([O:22][CH3:23])=[O:21])[CH2:17][O:18][C:14]=3[CH:13]=1)[CH2:8][CH2:7]2.[CH3:29][C:30]1[C:34]2[CH:35]=[C:36]([OH:39])[CH:37]=[CH:38][C:33]=2[O:32][N:31]=1>>[CH3:23][O:22][C:20](=[O:21])[CH2:19][C@H:16]1[C:15]2[CH:24]=[CH:25][C:12]([O:11][C@H:9]3[C:10]4[C:6](=[C:5]([O:39][C:36]5[CH:37]=[CH:38][C:33]6[O:32][N:31]=[C:30]([CH3:29])[C:34]=6[CH:35]=5)[CH:4]=[CH:3][C:2]=4[F:1])[CH2:7][CH2:8]3)=[CH:13][C:14]=2[O:18][CH2:17]1. Reported procedure: The title compound is prepared from (R)-7-fluoro-1-[(S)-3-methoxycarbonylmethyl-2,3-dihydrobenzofuran-6-yloxy]-2,3-dihydro-1H-inden-4-ylboronic acid and 3-methyl-benzo[d]isoxazol-5-ol following a procedure analogous to that described for Intermediate 6. LC (method 3): tR=0.68 min; Mass spectrum (ESI+): m/z=490 [M+H]+.